From a dataset of the Open Reaction Database (ORD), a public repository of structured organic reaction records. describe an organic reaction: reactants, conditions, products, and yield Reactants: C1=CC(=CC(=C1)Cl)C(=O)OO (mCPBA), C(C)OCC=1N(C2=C(C=NC=3C=CC=NC23)N1)CCCC(=O)N (4-[2-(ethoxymethyl)-1H-imidazo[4,5-c][1,5]naphthyridin-1-yl]butanamide), C1=CC(=CC(=C1)Cl)C(=O)OO (mCPBA). Solvent: C([O-])(O)=O.[Na+] (sodium bicarbonate), C(Cl)(Cl)Cl (chloroform), C(Cl)(Cl)Cl (chloroform). Run at time 3 hour. Product: C(C)OCC=1N(C2=C(C=[N+](C=3C=CC=NC23)[O-])N1)CCCC(=O)N (4-[2-(ethoxymethyl)-5-oxido-1H-imidazo[4,5-c][ 1,5]naphthyridin-1-yl]butanamide). The yield is 136.6%. RXN SMILES: C1C=C(Cl)C=C(C(OO)=[O:9])C=1.[CH2:12]([O:14][CH2:15][C:16]1[N:17]([CH2:29][CH2:30][CH2:31][C:32]([NH2:34])=[O:33])[C:18]2[C:27]3[N:26]=[CH:25][CH:24]=[CH:23][C:22]=3[N:21]=[CH:20][C:19]=2[N:28]=1)[CH3:13]>C(Cl)(Cl)Cl.C(=O)(O)[O-].[Na+]>[CH2:12]([O:14][CH2:15][C:16]1[N:17]([CH2:29][CH2:30][CH2:31][C:32]([NH2:34])=[O:33])[C:18]2[C:27]3[N:26]=[CH:25][CH:24]=[CH:23][C:22]=3[N+:21]([O-:9])=[CH:20][C:19]=2[N:28]=1)[CH3:13] |f:3.4|. Procedure: mCPBA (1.80 g, 7.28 mmol) was added to a solution of 4-[2-(ethoxymethyl)-1H-imidazo[4,5-c][1,5]naphthyridin-1-yl]butanamide (1.63 g, 5.20 mmol) in chloroform (50 mL); the reaction was stirred for three hours at ambient temperature. An analysis by LC/MS indicated the reaction was incomplete; therefore, additional mCPBA (1.2 equivalents) was added. The reaction was stirred for two hours and then diluted with saturated aqueous sodium bicarbonate (75 mL) and chloroform (75 mL). The aqueous layer was... Starting materials: ClC1=NC=C(C(=N1)NC=1C=CC=2OC(C(NC2N1)=O)(C)C)F (2-chloro-5-fluoro-N4-[2,2-dimethyl-3,4-dihydro-3-oxo-pyrido[3,2-b][1,4]oxazin-6-yl]-4-pyrimidineamine), NC1=CC=C2C=CN=CC2=C1 (7-aminoisoquinoline), C1=CC=C(C=C1)P(C2=CC=CC=C2)C3=C(C4=CC=CC=C4C=C3)C5=C(C=CC6=CC=CC=C65)P(C7=CC=CC=C7)C8=CC=CC=C8 (rac-Binap), C([O-])([O-])=O.[Cs+].[Cs+] (cesium carbonate). Reagents/catalysts: C(C)(=O)[O-].[Pd+2].C(C)(=O)[O-] (palladium acetate). Solvent: O1CCOCC1 (1,4-dioxane), CN1CCCC1=O (NMP), CC(=O)C.CO (acetone MeOH), C(Cl)Cl.CO (CH2Cl2 MeOH). Reaction conditions: temperature 100 celsius. Product: CC1(C(NC2=C(O1)C=CC(=N2)NC2=NC(=NC=C2F)NC2=CC=C1C=CN=CC1=C2)=O)C (N4-(2,2-dimethyl-3,4-dihydro-3-oxo-2H-pyrido[3,2-b][1,4]oxazin-6-yl)-5-fluoro-N2-(isoquinolin-7-yl)-2,4-pyrimidinediamine). Isolated yield 15.5%. RXN SMILES: Cl[C:2]1[N:7]=[C:6]([NH:8][C:9]2[CH:10]=[CH:11][C:12]3[O:13][C:14]([CH3:21])([CH3:20])[C:15](=[O:19])[NH:16][C:17]=3[N:18]=2)[C:5]([F:22])=[CH:4][N:3]=1.[NH2:23][C:24]1[CH:33]=[C:32]2[C:27]([CH:28]=[CH:29][N:30]=[CH:31]2)=[CH:26][CH:25]=1.C1C=CC(P(C2C=CC3C(=CC=CC=3)C=2C2C3C(=CC=CC=3)C=CC=2P(C2C=CC=CC=2)C2C=CC=CC=2)C2C=CC=CC=2)=CC=1.C(=O)([O-])[O-].[Cs+].[Cs+]>O1CCOCC1.CN1C(=O)CCC1.C(Cl)Cl.CO.CC(C)=O.CO.C([O-])(=O)C.[Pd+2].C([O-])(=O)C>[CH3:20][C:14]1([CH3:21])[O:13][C:12]2[CH:11]=[CH:10][C:9]([NH:8][C:6]3[C:5]([F:22])=[CH:4][N:3]=[C:2]([NH:23][C:24]4[CH:33]=[C:32]5[C:27]([CH:28]=[CH:29][N:30]=[CH:31]5)=[CH:26][CH:25]=4)[N:7]=3)=[N:18][C:17]=2[NH:16][C:15]1=[O:19] |f:3.4.5,8.9,10.11,12.13.14|. Procedure: A mixture of 1.6 g 2-chloro-5-fluoro-N4-[2,2-dimethyl-3,4-dihydro-3-oxo-pyrido[3,2-b][1,4]oxazin-6-yl]-4-pyrimidineamine, 800 mg of 7-aminoisoquinoline, 320 mg of palladium acetate, 320 mg of rac-Binap and 3.68 g cesium carbonate in 32 mL of 1,4-dioxane and 8 mL of NMP was heated at reflux at 100° C. overnight under argon. The reaction was cooled, diluted with CH2Cl2/MeOH and filtered. The filtrate was diluted with water and the organic phase evaporated to give the crude product which was dissol... Reactants: BrCC1=CC=C(C=C1)[N+](=O)[O-] (1-bromomethyl-4-nitro-benzene), CO (MeOH), [H-].[Na+] (NaH), O1C(NCC1)=O (oxazolidin-2-one). The solvent is C1CCOC1.CN(C)C=O (THF DMF), O (water), C1CCOC1 (THF). Reaction conditions: temperature 0 celsius, time 1 hour. The product is [N+](=O)([O-])C1=CC=C(CN2C(OCC2)=O)C=C1 (3-(4-Nitro-benzyl)-oxazolidin-2-one). Reaction SMILES: [H-].[Na+].[O:3]1[CH2:7][CH2:6][NH:5][C:4]1=[O:8].Br[CH2:10][C:11]1[CH:16]=[CH:15][C:14]([N+:17]([O-:19])=[O:18])=[CH:13][CH:12]=1.CO>C1COCC1.C1COCC1.CN(C=O)C.O>[N+:17]([C:14]1[CH:15]=[CH:16][C:11]([CH2:10][N:5]2[CH2:6][CH2:7][O:3][C:4]2=[O:8])=[CH:12][CH:13]=1)([O-:19])=[O:18] |f:0.1,6.7|. Reported procedure: To a suspension of NaH (60% as a dispersion in oil, 0.34 mol) in anhydrous THF (60 ml) at 0° C. there is added, dropwise, a solution of oxazolidin-2-one (0.31 mol) under an inert atmosphere. The reaction mixture is brought to ambient temperature and stirred for one hour. A solution of 1-bromomethyl-4-nitro-benzene (0.35 mol) in a mixture of THF/DMF (10/1) (250 ml) is added dropwise at 0° C. The reaction mixture is then stirred overnight at ambient temperature. The solution is then cooled to 0° C... Reactants: C1CCOC1, CN, CC(C)(C)OC(=O)NC(CCOS(C)(=O)=O)c1ccc(Cl)cc1. Yields the product CNCCC(NC(=O)OC(C)(C)C)c1ccc(Cl)cc1. RXN SMILES: [CH2:26]1[O:27][CH2:28][CH2:29][CH2:30]1.[CH3:1][NH2:2].[CH3:3][S:4]([O:5][CH2:8][CH2:9][CH:10]([c:11]1[cH:12][cH:13][c:14]([Cl:17])[cH:15][cH:16]1)[NH:18][C:19](=[O:20])[O:21][C:22]([CH3:23])([CH3:24])[CH3:25])(=[O:6])=[O:7]>>[CH3:1][NH:2][CH2:8][CH2:9][CH:10]([c:11]1[cH:12][cH:13][c:14]([Cl:17])[cH:15][cH:16]1)[NH:18][C:19](=[O:20])[O:21][C:22]([CH3:23])([CH3:24])[CH3:25]. Yield: 67.6%. The solvent is C1=CC=CC=C1 (benzene). Reported procedure: A mixture of tryptophol (1.612 g, 10 mmol), ethyl propionylacetate (1.730 g, 12 mmol), and p-toluenesulfonic acid monohydrate (0.20 g) in benzene (70 mL) was heated to reflux for 5 hours. It was quenched with ethyl acetate and washed with saturated sodium bicarbonate. The organic layer was dried over magnesium sulfate, evaporated to dryness. Flash chromatography on silica gel provided 1.943 g (68%) of the title compound as a solid. mp<80° C. 1H NMR (300 MHz, CDCl3) δ 9.06 (br, 1H), 7.50 (d, 1H),... Reaction SMILES: [CH:1]1[CH:2]=[CH:3][C:4]2[NH:9][CH:8]=[C:7]([CH2:10][CH2:11][OH:12])[C:5]=2[CH:6]=1.[C:13]([CH2:17][C:18]([O:20][CH2:21][CH3:22])=[O:19])(=O)[CH2:14][CH3:15].O.C1(C)C=CC(S(O)(=O)=O)=CC=1>C1C=CC=CC=1>[CH2:21]([O:20][C:18](=[O:19])[CH2:17][C:13]1([CH2:14][CH3:15])[C:8]2[NH:9][C:4]3[C:5]([C:7]=2[CH2:10][CH2:11][O:12]1)=[CH:6][CH:1]=[CH:2][CH:3]=3)[CH3:22] |f:2.3|. Reactants: C=1C=CC2=C(C1)C(=CN2)CCO (tryptophol), C(CC)(=O)CC(=O)OCC (ethyl propionylacetate), O.C1(=CC=C(C=C1)S(=O)(=O)O)C (p-toluenesulfonic acid monohydrate). The product is C(C)OC(CC1(OCCC2=C1NC1=CC=CC=C21)CC)=O ((1-Ethyl-1,3,4,9-tetrahydro-pyrano[3,4-b]indol-1-yl)-acetic acid ethyl ester). Reactants: FC(COCCC=O)(C1=CC=CC=C1)F (3-(2,2-Difluoro-2-phenylethoxy)propanal), C1(=CC=CC=C1)CCCCOCCC(CCC=C)O (1-(4-Phenylbutoxy)hept-6-en-3-ol). The product is FC(COCCC(CCC=C)O)(C1=CC=CC=C1)F (1-(2,2-Difluoro-2-phenylethoxy)hept-6-en-3-ol). The yield is 53.0%. RXN SMILES: [F:1][C:2]([F:15])([C:9]1[CH:14]=[CH:13][CH:12]=[CH:11][CH:10]=1)[CH2:3][O:4][CH2:5][CH2:6][CH:7]=[O:8].[C:16]1(CCCCOCCC(O)CCC=C)[CH:21]=CC=[CH:18][CH:17]=1>>[F:1][C:2]([F:15])([C:9]1[CH:14]=[CH:13][CH:12]=[CH:11][CH:10]=1)[CH2:3][O:4][CH2:5][CH2:6][CH:7]([OH:8])[CH2:18][CH2:17][CH:16]=[CH2:21]. Procedure: Obtained from Intermediate 82 (1.86 g, 8.7 mmol) by the procedure described in Intermediate 14. Purification by column chromatography with silica gel eluting with ethyl acetate/n-hexane (1:6) gave the title compound (1.24 g, 53%) as oil. Product: OCCN1CCN(CC1)C1=CC=C(C=C1)NC1=NN2C(C=N1)=CC=C2C2=C(C=CC=C2)N(S(=O)(=O)C)C (N-[2-(2-{4-[4-(2-Hydroxy-ethyl)-piperazin-1-yl]-phenylamino}-pyrrolo[2,1-f][1,2,4]triazin-7-yl)-phenyl]-N-methyl-methanesulfonamide). Conditions: temperature 120 celsius. The solvent is C(C)(C)(C)O (tert-Butyl alcohol). Reaction SMILES: [NH2:1][C:2]1[CH:7]=[CH:6][C:5]([N:8]2[CH2:13][CH2:12][N:11]([CH2:14][CH2:15][OH:16])[CH2:10][CH2:9]2)=[CH:4][CH:3]=1.CS([C:20]1[N:25]=[CH:24][C:23]2=[CH:26][CH:27]=[C:28]([C:29]3[CH:34]=[CH:33][CH:32]=[CH:31][C:30]=3[N:35]([CH3:40])[S:36]([CH3:39])(=[O:38])=[O:37])[N:22]2[N:21]=1)=O.[F-].[Cs+].C(N(CC)C(C)C)(C)C>C(O)(C)(C)C>[OH:16][CH2:15][CH2:14][N:11]1[CH2:10][CH2:9][N:8]([C:5]2[CH:4]=[CH:3][C:2]([NH:1][C:20]3[N:25]=[CH:24][C:23]4=[CH:26][CH:27]=[C:28]([C:29]5[CH:34]=[CH:33][CH:32]=[CH:31][C:30]=5[N:35]([CH3:40])[S:36]([CH3:39])(=[O:38])=[O:37])[N:22]4[N:21]=3)=[CH:7][CH:6]=2)[CH2:13][CH2:12]1 |f:2.3|. Procedure details: Into a 8-dram vial, 2-[4-(4-Amino-phenyl)-piperazin-1-yl]-ethanol (0.134 g, 0.604 mmol), N-[2-(2-Methanesulfinyl-pyrrolo[2,1-f][1,2,4]triazin-7-yl)-phenyl]-N-methyl-methanesulfonamide (0.100 g, 0.274 mmol), Cesium fluoride (0.104 g, 0.686 mmol), N,N-Diisopropylethylamine (0.1051 mL, 0.6036 mmol) and tert-Butyl alcohol (1.50 mL) were added. The reaction was heated at 120° C. overnight. LCMS suggested presence of desired product. The solvent was removed under vacuum. The reaction mixture was purif... Reactants: NC1=CC=C(C=C1)N1CCN(CC1)CCO (2-[4-(4-Amino-phenyl)-piperazin-1-yl]-ethanol), CS(=O)C1=NN2C(C=N1)=CC=C2C2=C(C=CC=C2)N(S(=O)(=O)C)C (N-[2-(2-Methanesulfinyl-pyrrolo[2,1-f][1,2,4]triazin-7-yl)-phenyl]-N-methyl-methanesulfonamide), [F-].[Cs+] (Cesium fluoride), C(C)(C)N(C(C)C)CC (N,N-Diisopropylethylamine). Reactants: COC=1C=CC2=C(CC(N(C=C2)CCCCl)=O)C1OC (1-(8,9-dimethoxy-1,3-dihydro-2H-3-benzazepin-2on-3yl)-3-chloro-propane), CNCCC1=CC(=C(C=C1)OC)OC (N-methyl-N-[2-(3,4-dimethoxy-phenyl)-ethyl]-amine). Product: Cl.COC=1C=CC2=C(CC(N(C=C2)CCCN(CCC2=CC(=C(C=C2)OC)OC)C)=O)C1OC (1-[8,9-Dimethoxy-1,3-dihydro-2H-3-benzazepin-2-on-3yl]-3-[N-methyl-N-(2{3,4dimethoxy-phenyl}-ethyl)-amino]-propane hydrochloride). As a reaction SMILES: [CH3:1][O:2][C:3]1[CH:4]=[CH:5][C:6]2[CH:12]=[CH:11][N:10]([CH2:13][CH2:14][CH2:15][Cl:16])[C:9](=[O:17])[CH2:8][C:7]=2[C:18]=1[O:19][CH3:20].[CH3:21][NH:22][CH2:23][CH2:24][C:25]1[CH:30]=[CH:29][C:28]([O:31][CH3:32])=[C:27]([O:33][CH3:34])[CH:26]=1>>[ClH:16].[CH3:1][O:2][C:3]1[CH:4]=[CH:5][C:6]2[CH:12]=[CH:11][N:10]([CH2:13][CH2:14][CH2:15][N:22]([CH3:21])[CH2:23][CH2:24][C:25]3[CH:30]=[CH:29][C:28]([O:31][CH3:32])=[C:27]([O:33][CH3:34])[CH:26]=3)[C:9](=[O:17])[CH2:8][C:7]=2[C:18]=1[O:19][CH3:20] |f:2.3|. Reported procedure: This compound was prepared analogous to Example 1(b) by reacting 1-(8,9-dimethoxy-1,3-dihydro-2H-3-benzazepin-2on-3yl)-3-chloro-propane with N-methyl-N-[2-(3,4-dimethoxy-phenyl)-ethyl]-amine. Starting materials: Cl.CN(CCCN=C=NCC)C (1-[3-(Dimethylamino)propyl]-3-ethylcarbodiimide hydrochloride), C1(CCCCC1)C=1C=2C=CC(=CC2N2C1C1=C(CC(C2)O)C=CC=C1)C(=O)O ((±)13-cyclohexyl-6,7-dihydro-6-hydroxy-5H-indolo[2,1-a][2]benzazepine-10-carboxylic acid), CN(S(=O)(=O)N)C (N,N-Dimethylsulfamide). The reagents and catalysts are CN(C)C=1C=CN=CC1 (DMAP). The solvent is CN(C)C=O (DMF), C(Cl)Cl (CH2Cl2). Conditions: temperature 22 celsius, time 18 hour. Product: C1(CCCCC1)C=1C=2C=CC(=CC2N2C1C1=C(CC(C2)O)C=CC=C1)C(=O)NS(=O)(=O)N(C)C ((±)-13-Cyclohexyl-N-[(dimethylamino)sulfonyl]-6,7-dihydro-6-hydroxy-5H-indolo[2,1-a][2]benzazepine-10-carboxamide). RXN SMILES: Cl.CN(C)CCCN=C=NCC.[CH:13]1([C:19]2[C:20]3[CH:21]=[CH:22][C:23]([C:38](O)=[O:39])=[CH:24][C:25]=3[N:26]3[CH2:32][CH:31]([OH:33])[CH2:30][C:29]4[CH:34]=[CH:35][CH:36]=[CH:37][C:28]=4[C:27]=23)[CH2:18][CH2:17][CH2:16][CH2:15][CH2:14]1.[CH3:41][N:42]([CH3:47])[S:43]([NH2:46])(=[O:45])=[O:44]>CN(C1C=CN=CC=1)C.CN(C=O)C.C(Cl)Cl>[CH:13]1([C:19]2[C:20]3[CH:21]=[CH:22][C:23]([C:38]([NH:46][S:43]([N:42]([CH3:47])[CH3:41])(=[O:45])=[O:44])=[O:39])=[CH:24][C:25]=3[N:26]3[CH2:32][CH:31]([OH:33])[CH2:30][C:29]4[CH:34]=[CH:35][CH:36]=[CH:37][C:28]=4[C:27]=23)[CH2:14][CH2:15][CH2:16][CH2:17][CH2:18]1 |f:0.1|. Procedure: 1-[3-(Dimethylamino)propyl]-3-ethylcarbodiimide hydrochloride (11.5 mg, 0.06 mmol) was added to a solution of (±)13-cyclohexyl-6,7-dihydro-6-hydroxy-5H-indolo[2,1-a][2]benzazepine-10-carboxylic acid (7.5 mg, 0.02 mmol) and DMAP(7.4 mg, 0.06 mmol) in DMF (0.5 mL) and CH2Cl2 (0.5 mL) at 22° C. The vial was shaken for a minute at 22° C. N,N-Dimethylsulfamide (4.9 mg, 0.04 mmol) was then added. Stirring was continued for 18 hr. The solution was filtered and purified on the Shimadzu preparative liqui... The reactants are C(C)OC(C=C(C)NC1=C(C=CC(=C1)F)OC)=O (3-(5-fluoro-2-methoxy-phenylamino)-but-2-enoic acid ethyl ester). Solvent: C1(=CC=CC=C1)OC1=CC=CC=C1 (diphenyl ether), CCCCCC (hexane). Yields the product FC1=C2C(=CC(=NC2=C(C=C1)OC)C)O (5-Fluoro-8-methoxy-2-methyl-quinolin-4-ol). As a reaction SMILES: C(O[C:4](=[O:18])[CH:5]=[C:6]([NH:8][C:9]1[CH:14]=[C:13]([F:15])[CH:12]=[CH:11][C:10]=1[O:16][CH3:17])[CH3:7])C>C1(OC2C=CC=CC=2)C=CC=CC=1.CCCCCC>[F:15][C:13]1[CH:12]=[CH:11][C:10]([O:16][CH3:17])=[C:9]2[C:14]=1[C:4]([OH:18])=[CH:5][C:6]([CH3:7])=[N:8]2. Procedure details: A solution of 3-(5-fluoro-2-methoxy-phenylamino)-but-2-enoic acid ethyl ester (1.8 g, 6.7 mmol) in diphenyl ether (10.7 mL) was heated to 250° C. for 25 min. The reaction mixture was cooled to room temperature, diluted with hexane, and filtered to give the title compound. MS (m/z): 208.1 [M+H+].